Dataset: the Open Reaction Database (ORD), a public repository of structured organic reaction records. Task: describe an organic reaction: reactants, conditions, products, and yield The reactants are CC1=CC=C(C=C1)OC2=CC=CC=C2 (4-methyldiphenyl ether), ClS(=O)(=O)O (chlorosulfonic acid), CN(C)C=O (DMF), ice, C(C(=O)Cl)(=O)Cl (oxalyl chloride). Solvent: ClCCl (dichloromethane), ClCCl (dichloromethane). Conditions: temperature 40 celsius, time 2 hour. Product: CC1=CC=C(OC2=CC=C(C=C2)S(=O)(=O)Cl)C=C1 (4-(4-methylphenoxy)benzenesulfonyl chloride). Yield: 55.0%. As a reaction SMILES: [CH3:1][C:2]1[CH:7]=[CH:6][C:5]([O:8][C:9]2[CH:14]=[CH:13][CH:12]=[CH:11][CH:10]=2)=[CH:4][CH:3]=1.[Cl:15][S:16](O)(=[O:18])=[O:17].C(Cl)(=O)C(Cl)=O.CN(C=O)C>ClCCl>[CH3:1][C:2]1[CH:7]=[CH:6][C:5]([O:8][C:9]2[CH:10]=[CH:11][C:12]([S:16]([Cl:15])(=[O:18])=[O:17])=[CH:13][CH:14]=2)=[CH:4][CH:3]=1. Procedure details: To a solution of 1.84 g (10.0 mmol) of 4-methyldiphenyl ether (see J. Chem Soc., Perkin Trans. 1, 1992, 407-408) with 2 mL of dichloromethane in an ice-bath was added a solution of chlorosulfonic acid (0.73 mL, 11.0 mmol) in 2 mL of dichloromethane dropwise. The resulting mixture was stirred at 0° C. to room temperature for 2 hours, and then oxalyl chloride (11.14 mL, 13.0 mmol) was added dropwise, followed by 0.15 mL of DMF. The resulting mixture was heated to 40° C. for 1 hour and then allowed... The reactants are ClCCC(=O)C=1C=C2C(CCC(C2=CC1)(C)C)(C)C (6-(3-Chloropropionyl)-1,2,3,4-tetrahydro-1,1,4,4-tetramethylnaphthalene), N(N)C1=CC=C(C(=O)O)C=C1 (4-hydrazinobenzoic acid), CN(C=O)C (dimethylformamide). Product: C(=O)(OC)C1=CC=C(C=C1)N1N=C(CC1)C1=CC=2C(CCC(C2C=C1)(C)C)(C)C (1-(4-Carbomethoxyphenyl)-3-(5,6,7,8-tetrahydro-5,5,8,8-tetramethyl-2-naphthalenyl)-2-pyrazoline). Reaction SMILES: Cl[CH2:2][CH2:3][C:4]([C:6]1[CH:7]=[C:8]2[C:13](=[CH:14][CH:15]=1)[C:12]([CH3:17])([CH3:16])[CH2:11][CH2:10][C:9]2([CH3:19])[CH3:18])=O.[NH:20]([C:22]1[CH:30]=[CH:29][C:25]([C:26]([OH:28])=[O:27])=[CH:24][CH:23]=1)[NH2:21].[CH3:31]N(C)C=O>>[C:26]([C:25]1[CH:24]=[CH:23][C:22]([N:20]2[CH2:2][CH2:3][C:4]([C:6]3[CH:15]=[CH:14][C:13]4[C:12]([CH3:17])([CH3:16])[CH2:11][CH2:10][C:9]([CH3:19])([CH3:18])[C:8]=4[CH:7]=3)=[N:21]2)=[CH:30][CH:29]=1)([O:28][CH3:31])=[O:27]. Procedure details: 2.8 g (10 millimoles) of 6-3-chloropropionyl)-1,2,3,4-tetrahydro-1,1,4,4-tetramethylnaphthalene (for preparation see Example 9) and 1.5 g (10 millimoles) of 4-hydrazinobenzoic acid in 40 ml of dimethylformamide was stirred until the reaction was complete (check by thinlayer chromatography). The mixture was poured onto water and the resulting crystals were filtered off under suction and washed with water and ethanol. Drying gave 2.2 g of the title compound of melting point 276°-278° C. Reactants: NC=1SC=C(N1)C(C(=O)OCC)=NOCCCCCCCC (Ethyl 2-(2-aminothiazol-4-yl)-2-n-octyloxyiminoacetate), [OH-].[Na+] (sodium hydroxide), CO (methanol). Solvent: O1CCCC1 (tetrahydrofuran). Yields the product NC=1SC=C(N1)C(C(=O)O)=NOCCCCCCCC (2-(2-aminothiazol-4-yl)-2-n-octyloxyiminoacetic acid). Isolated yield 89.7%. Reaction SMILES: [NH2:1][C:2]1[S:3][CH:4]=[C:5]([C:7](=[N:13][O:14][CH2:15][CH2:16][CH2:17][CH2:18][CH2:19][CH2:20][CH2:21][CH3:22])[C:8]([O:10]CC)=[O:9])[N:6]=1.[OH-].[Na+].CO>O1CCCC1>[NH2:1][C:2]1[S:3][CH:4]=[C:5]([C:7](=[N:13][O:14][CH2:15][CH2:16][CH2:17][CH2:18][CH2:19][CH2:20][CH2:21][CH3:22])[C:8]([OH:10])=[O:9])[N:6]=1 |f:1.2|. Procedure details: Ethyl 2-(2-aminothiazol-4-yl)-2-n-octyloxyiminoacetate (syn isomer, 64 g.), 2N-aqueous solution of sodium hydroxide (196 ml.), methanol (196 ml.) and tetrahydrofuran (300 ml.) were treated in a similar manner to that of Example F-(4) to give 2-(2-aminothiazol-4-yl)-2-n-octyloxyiminoacetic acid (syn isomer, 52.5 g.), mp. 146° C. (dec.). The reactants are BrC1=CC(=C(N)C=C1)F (4-bromo-2-fluoroaniline), C(CC)OC=1C=C(C=CC1)B(O)O (3-propoxyphenylboronic acid). Yields the product FC=1C=C(C=CC1N)C1=CC(=CC=C1)OCCC (3-fluoro-3′-propoxybiphenyl-4-amine). The yield is 71.3%. RXN SMILES: Br[C:2]1[CH:8]=[CH:7][C:5]([NH2:6])=[C:4]([F:9])[CH:3]=1.[CH2:10]([O:13][C:14]1[CH:15]=[C:16](B(O)O)[CH:17]=[CH:18][CH:19]=1)[CH2:11][CH3:12]>>[F:9][C:4]1[CH:3]=[C:2]([C:18]2[CH:17]=[CH:16][CH:15]=[C:14]([O:13][CH2:10][CH2:11][CH3:12])[CH:19]=2)[CH:8]=[CH:7][C:5]=1[NH2:6]. Procedure details: The title compound (280 mg) was prepared from 4-bromo-2-fluoroaniline (390 mg, 1.6 mmol) and 3-propoxyphenylboronic acid (369 mg, 2 mmol) as a colourless liquid. Starting materials: COc1cc(C=O)cc(CO[Si](C(C)C)(C(C)C)C(C)C)c1OC, Cc1nc(-c2ccc(N)cc2)no1, C[Si](C)(C)C#N, ClCCl. Product: COc1cc(C(C#N)Nc2ccc(-c3noc(C)n3)cc2)cc(CO[Si](C(C)C)(C(C)C)C(C)C)c1OC. Reaction SMILES: [CH3:14][O:15][c:16]1[cH:17][c:18]([CH:19]=[O:20])[cH:21][c:22]([CH2:26][O:27][Si:28]([CH:29]([CH3:30])[CH3:31])([CH:32]([CH3:33])[CH3:34])[CH:35]([CH3:36])[CH3:37])[c:23]1[O:24][CH3:25].[CH3:1][c:2]1[n:3][c:4](-[c:7]2[cH:8][cH:9][c:10]([NH2:13])[cH:11][cH:12]2)[n:5][o:6]1.[CH3:38][Si:39]([CH3:40])([CH3:41])[C:42]#[N:43].[Cl:44][CH2:45][Cl:46]>>[CH3:1][c:2]1[n:3][c:4](-[c:7]2[cH:8][cH:9][c:10]([NH:13][CH:19]([c:18]3[cH:17][c:16]([O:15][CH3:14])[c:23]([O:24][CH3:25])[c:22]([CH2:26][O:27][Si:28]([CH:29]([CH3:30])[CH3:31])([CH:32]([CH3:33])[CH3:34])[CH:35]([CH3:36])[CH3:37])[cH:21]3)[C:42]#[N:43])[cH:11][cH:12]2)[n:5][o:6]1. The reactants are FC1=C(OC2=C(C(=NC=C2)NC(OC(C)(C)C)=O)C=C)C=CC(=C1)[N+](=O)[O-] (tert-butyl 4-(2-fluoro-4-nitrophenoxy)-3-vinylpyridin-2-ylcarbamate), Pt2O. Reagents/catalysts: [C].[Pd] (palladium-carbon). Product: NC1=CC(=C(OC2=C(C(=NC=C2)NC(OC(C)(C)C)=O)CC)C=C1)F (tert-Butyl 4-(4-amino-2-fluorophenoxy)-3-ethylpyridin-2-ylcarbamate). Isolated yield 88.6%. RXN SMILES: [F:1][C:2]1[CH:24]=[C:23]([N+:25]([O-])=O)[CH:22]=[CH:21][C:3]=1[O:4][C:5]1[CH:10]=[CH:9][N:8]=[C:7]([NH:11][C:12](=[O:18])[O:13][C:14]([CH3:17])([CH3:16])[CH3:15])[C:6]=1[CH:19]=[CH2:20]>[C].[Pd]>[NH2:25][C:23]1[CH:22]=[CH:21][C:3]([O:4][C:5]2[CH:10]=[CH:9][N:8]=[C:7]([NH:11][C:12](=[O:18])[O:13][C:14]([CH3:15])([CH3:17])[CH3:16])[C:6]=2[CH2:19][CH3:20])=[C:2]([F:1])[CH:24]=1 |f:1.2|. Procedure details: A solution of tert-butyl 4-(2-fluoro-4-nitrophenoxy)-3-vinylpyridin-2-ylcarbamate (48 mg, 0.13 mmol) was hydrogenated over 10% palladium-carbon (10 mg) and Pt2O (5 mg) for 1.5 h using H2 from a rubber balloon. The mixture was filtered through Celite® and the filtrate concentrated in vacuo to give the title compound (40 mg, 89%) as a pale yellow solid. 1H NMR (DMSO-d6) δ 9.04 (s, 1H), 8.03 (d, 1H, J=5.6 Hz), 6.95 (dd, 1H, J=8.6, 8.6 Hz), 6.50 (dd, 1H, J=2.5, 13.2 Hz), 6.41 (dd, 1H, J=2.5, 9.4 Hz)... The reactants are CCCN1CCN(c2ccc(N)c(OC)c2)CC1, C[O-], CO, CCCCCC, COc1ccc(-c2nc3ccccn3c2-c2ccnc(Cl)n2)cc1C(=O)Nc1c(F)cccc1F, ClCCl, Cl, [Na+], C1COCCO1, OCC(F)(F)F. The product is CCCN1CCN(c2ccc(Nc3nccc(-c4c(-c5ccc(OC)c(C(=O)Nc6c(F)cccc6F)c5)nc5ccccn45)n3)c(OC)c2)CC1. Reaction SMILES: [CH3:36][O:37][c:38]1[c:39]([NH2:53])[cH:40][cH:41][c:42]([N:44]2[CH2:45][CH2:46][N:47]([CH2:50][CH2:51][CH3:52])[CH2:48][CH2:49]2)[cH:43]1.[CH3:61][O-:62].[CH3:70][OH:71].[CH3:75][CH2:76][CH2:77][CH2:78][CH2:79][CH3:80].[Cl:1][c:2]1[n:3][cH:4][cH:5][c:6](-[c:8]2[c:9](-[c:17]3[cH:18][cH:19][c:20]([O:34][CH3:35])[c:21]([C:22](=[O:23])[NH:24][c:25]4[c:26]([F:32])[cH:27][cH:28][cH:29][c:30]4[F:31])[cH:33]3)[n:10][c:11]3[n:12]2[cH:13][cH:14][cH:15][cH:16]3)[n:7]1.[Cl:72][CH2:73][Cl:74].[ClH:54].[Na+:63].[O:55]1[CH2:56][CH2:57][O:58][CH2:59][CH2:60]1.[OH:64][CH2:65][C:66]([F:67])([F:68])[F:69]>>[c:2]1([NH:53][c:39]2[c:38]([O:37][CH3:36])[cH:43][c:42]([N:44]3[CH2:45][CH2:46][N:47]([CH2:50][CH2:51][CH3:52])[CH2:48][CH2:49]3)[cH:41][cH:40]2)[n:3][cH:4][cH:5][c:6](-[c:8]2[c:9](-[c:17]3[cH:18][cH:19][c:20]([O:34][CH3:35])[c:21]([C:22](=[O:23])[NH:24][c:25]4[c:26]([F:32])[cH:27][cH:28][cH:29][c:30]4[F:31])[cH:33]3)[n:10][c:11]3[n:12]2[cH:13][cH:14][cH:15][cH:16]3)[n:7]1. Starting materials: N (ammonia), ClC=1C2=C(N=CN1)N(C=C2)[C@H]2[C@](O)([C@H](OCC1=C(C=C(C=C1)Cl)Cl)[C@H](O2)COCC2=C(C=C(C=C2)Cl)Cl)C=C (4-Chloro-7-[3,5-bis-O-(2,4-dichlorophenylmethyl)-2-C-vinyl-β-D-ribofuranosyl]-7H-pyrrolo[2,3-d]pyrimidine), N (ammonia), stainless steel. Solvent: O1CCOCC1 (1,4-dioxane). Conditions: temperature -78 celsius. Product: NC=1C2=C(N=CN1)N(C=C2)[C@H]2[C@](O)([C@H](OCC1=C(C=C(C=C1)Cl)Cl)[C@H](O2)COCC2=C(C=C(C=C2)Cl)Cl)C=C (4-Amino-7-[3,5-bis-O-(2,4-dichlorophenylmethyl)-2-C-vinyl-β-D-ribofuranosyl]-7H-pyrrolo[2,3-d]pyrimidine). As a reaction SMILES: Cl[C:2]1[C:3]2[CH:10]=[CH:9][N:8]([C@@H:11]3[O:26][C@H:25]([CH2:27][O:28][CH2:29][C:30]4[CH:35]=[CH:34][C:33]([Cl:36])=[CH:32][C:31]=4[Cl:37])[C@@H:14]([O:15][CH2:16][C:17]4[CH:22]=[CH:21][C:20]([Cl:23])=[CH:19][C:18]=4[Cl:24])[C@@:12]3([CH:38]=[CH2:39])[OH:13])[C:4]=2[N:5]=[CH:6][N:7]=1.[NH3:40]>O1CCOCC1>[NH2:40][C:2]1[C:3]2[CH:10]=[CH:9][N:8]([C@@H:11]3[O:26][C@H:25]([CH2:27][O:28][CH2:29][C:30]4[CH:35]=[CH:34][C:33]([Cl:36])=[CH:32][C:31]=4[Cl:37])[C@@H:14]([O:15][CH2:16][C:17]4[CH:22]=[CH:21][C:20]([Cl:23])=[CH:19][C:18]=4[Cl:24])[C@@:12]3([CH:38]=[CH2:39])[OH:13])[C:4]=2[N:5]=[CH:6][N:7]=1. Reported procedure: The compound from Step B (80, mg) was dissolved in the minimum amount of 1,4-dioxane and placed in a stainless steel bomb. The bomb was cooled to −78° C. and liquid ammonia was added. The bomb was sealed and heated at 90° C. for 24 h. The ammonia was allowed to evaporate and the residue concentrated to a white solid which was used in the next step without further purification.